Dataset: the Open Reaction Database (ORD), a public repository of structured organic reaction records. Task: describe an organic reaction: reactants, conditions, products, and yield The reactants are COC(=O)C(N)CO, O=C(Cl)Cl, Cl. The product is COC(=O)C1COC(=O)N1. RXN SMILES: [CH3:2][O:3][C:4]([CH:5]([NH2:6])[CH2:7][OH:8])=[O:9].[Cl:10][C:11]([Cl:12])=[O:13].[ClH:1]>>[CH3:2][O:3][C:4]([CH:5]1[NH:6][C:11](=[O:13])[O:8][CH2:7]1)=[O:9].